From a dataset of the Open Reaction Database (ORD), a public repository of structured organic reaction records. describe an organic reaction: reactants, conditions, products, and yield Starting materials: NC=1C(NC(=C(C1)SC)C)=O (3-amino-5-methylthio-6-methylpyridin-2(1H)-one), ClCC=1OC2=C(N1)C=CC=C2 (2-chloromethylbenzoxazole), C(C)(C)N(CC)C(C)C (diisopropylethylamine), C(C)#N (acetonitrile), crude product. The solvent is CC(C)O.C(Cl)Cl (2-propanol methylene chloride), CC(C)O.C(Cl)Cl (2-propanol methylene chloride), CC(C)O.C(Cl)Cl (2-propanol methylene chloride), C(Cl)Cl (methylene chloride). Product: O1C(=NC2=C1C=CC=C2)CC=2C(N(C(=C(C2)SC)C)N)=O (3-[(2-Benzoxazolyl)methyl]-amino-5-methylthio-6-methylpyridin-2(1H)-one). As a reaction SMILES: N[C:2]1[C:3](=[O:11])[NH:4][C:5]([CH3:10])=[C:6]([S:8][CH3:9])[CH:7]=1.Cl[CH2:13][C:14]1[O:15][C:16]2[CH:22]=[CH:21][CH:20]=[CH:19][C:17]=2[N:18]=1.C([N:26](C(C)C)CC)(C)C.C(#N)C>C(Cl)Cl.CC(O)C.C(Cl)Cl>[O:15]1[C:16]2[CH:22]=[CH:21][CH:20]=[CH:19][C:17]=2[N:18]=[C:14]1[CH2:13][C:2]1[C:3](=[O:11])[N:4]([NH2:26])[C:5]([CH3:10])=[C:6]([S:8][CH3:9])[CH:7]=1 |f:5.6|. Procedure details: A mixture of 3-amino-5-methylthio-6-methylpyridin-2(1H)-one (0.201 g, 0.0013 mol), 2-chloromethylbenzoxazole (0.239 g, 0.0014 mol), diisopropylethylamine (0.181 g, 0.0014 mol), and acetonitrile (6 mL) was heated at reflux under nitrogen for 35 hours. The dark solids which had formed were removed by filtration (0.089 g), and the filtrate evaporated to dryness. The two fractions were combined and chromatographed on a 30 mm column containing 230-400 mesh silica gel (6 inches). The column was prepar...